Task: describe an organic reaction: reactants, conditions, products, and yield. Dataset: the Open Reaction Database (ORD), a public repository of structured organic reaction records Reactants: N1=CC(=CC=C1)C(CC(C)=O)=O (1-Pyridin-3-yl-butane-1,3-dione), O.NN (Hydrazine monohydrate). The solvent is CO (MeOH). Run at time 1 hour. Product: CC=1C=C(NN1)C=1C=NC=CC1 (3-(5-Methyl-2H-pyrazol-3-yl)-pyridine). As a reaction SMILES: [N:1]1[CH:6]=[CH:5][CH:4]=[C:3]([C:7](=O)[CH2:8][C:9](=O)[CH3:10])[CH:2]=1.O.[NH2:14][NH2:15]>CO>[CH3:10][C:9]1[CH:8]=[C:7]([C:3]2[CH:2]=[N:1][CH:6]=[CH:5][CH:4]=2)[NH:14][N:15]=1 |f:1.2|. Procedure details: 1-Pyridin-3-yl-butane-1,3-dione (step 1) (500 mg, 3.06 mmol) was dissolved in MeOH (20 ml). Hydrazine monohydrate (230 mg, 223 μl, 4.60 mmol) was added and the resulting mixture was stirred at RT for 1 hour. After cooling to RT, the solvent was removed in vacuo. The crude residue was dissolved in DCM, dried over (MgSO4) filtered and concentrated in vacuo to afford the title compound which was used without further purification. Starting materials: FC(C(=O)OCC)(F)F (ethyl trifluoroacetate), C(CCCCC)N (n-hexylamine). Product: C(CCCCC)NC(C(F)(F)F)=O (N-Hexyl Trifluoroacetamide). RXN SMILES: [F:1][C:2]([F:9])([F:8])[C:3]([O:5]CC)=O.[CH2:10]([NH2:16])[CH2:11][CH2:12][CH2:13][CH2:14][CH3:15]>>[CH2:10]([NH:16][C:3](=[O:5])[C:2]([F:1])([F:8])[F:9])[CH2:11][CH2:12][CH2:13][CH2:14][CH3:15]. Reported procedure: In a manner similar to Example 6, ethyl trifluoroacetate (131 g, 0.92 m) was reacted with n-hexylamine. The resulting amide distilled at 64° C./0.2 mm Hg and amounted to 154 g. Reactants: ClCCl, COc1ccc(F)cc1C(C)(C)CC(O)(CN1CCNc2ccccc21)C(F)(F)F, c1ccncc1, O=C(Cl)c1ccco1. As a reaction SMILES: [Cl:45][CH2:46][Cl:47].[N:1]1([CH2:11][C:12]([C:13]([F:14])([F:15])[F:16])([CH2:17][C:18]([CH3:19])([CH3:20])[c:21]2[c:22]([O:28][CH3:29])[cH:23][cH:24][c:25]([F:27])[cH:26]2)[OH:30])[CH2:2][CH2:3][NH:4][c:5]2[cH:6][cH:7][cH:8][cH:9][c:10]21.[cH:31]1[cH:32][cH:33][n:34][cH:35][cH:36]1.[o:37]1[c:38]([C:42](=[O:43])[Cl:44])[cH:39][cH:40][cH:41]1>>[N:1]1([CH2:11][C:12]([C:13]([F:14])([F:15])[F:16])([CH2:17][C:18]([CH3:19])([CH3:20])[c:21]2[c:22]([O:28][CH3:29])[cH:23][cH:24][c:25]([F:27])[cH:26]2)[OH:30])[CH2:2][CH2:3][N:4]([C:42]([c:38]2[o:37][cH:41][cH:40][cH:39]2)=[O:43])[c:5]2[cH:6][cH:7][cH:8][cH:9][c:10]21. Product: COc1ccc(F)cc1C(C)(C)CC(O)(CN1CCN(C(=O)c2ccco2)c2ccccc21)C(F)(F)F.